This data is from the Open Reaction Database (ORD), a public repository of structured organic reaction records. The task is: describe an organic reaction: reactants, conditions, products, and yield The reactants are COC(=O)c1sc(C#CC(C)(C)C)cc1NNC(=O)C(F)(F)F, CC1CCC(C(=O)Cl)CC1, CN(C)c1ccncc1. Product: COC(=O)c1sc(C#CC(C)(C)C)cc1N(NC(=O)C(F)(F)F)C(=O)C1CCC(C)CC1. Reaction SMILES: [CH3:1][O:2][C:3](=[O:4])[c:5]1[s:6][c:7]([C:18]#[C:19][C:20]([CH3:21])([CH3:22])[CH3:23])[cH:8][c:9]1[NH:10][NH:11][C:12]([C:13]([F:14])([F:15])[F:16])=[O:17].[CH3:24][CH:25]1[CH2:26][CH2:27][CH:28]([C:31](=[O:32])[Cl:33])[CH2:29][CH2:30]1.[CH3:34][N:35]([c:36]1[cH:37][cH:38][n:39][cH:40][cH:41]1)[CH3:42]>>[CH3:1][O:2][C:3](=[O:4])[c:5]1[s:6][c:7]([C:18]#[C:19][C:20]([CH3:21])([CH3:22])[CH3:23])[cH:8][c:9]1[N:10]([NH:11][C:12]([C:13]([F:14])([F:15])[F:16])=[O:17])[C:31]([CH:28]1[CH2:27][CH2:26][CH:25]([CH3:24])[CH2:30][CH2:29]1)=[O:32]. The reactants are CCOCC (Ether), COC1OCC2=C(CO1)C=CC=C2 (3-methoxy-1,5-dihydro-3H-2,4 benzodioxepine), COCCOC (DME). Reaction conditions: time 2 hour. Product: C(=CC)C1OCC2=C(CO1)C=CC=C2 (3-(1-Propenyl)-1,5-dihydro-3H-2,4-benzodioxepine), oil. The yield is 46.0%. RXN SMILES: CO[CH:3]1[O:9][CH2:8][C:7]2[CH:10]=[CH:11][CH:12]=[CH:13][C:6]=2[CH2:5][O:4]1.CO[CH2:16][CH2:17]OC.[CH3:20]COCC>>[CH:20]([CH:3]1[O:4][CH2:5][C:6]2[CH:13]=[CH:12][CH:11]=[CH:10][C:7]=2[CH2:8][O:9]1)=[CH:16][CH3:17]. Procedure details: Crude 3-methoxy-1,5-dihydro-3H-2,4 benzodioxepine (361 mg, 2.2 mmol) was dissolved in dry DME (2 mL) p-toluenesulfonic acid (95.2 mg, 0.5 mmol) and chrotonaldehyde (0.166 mL, 2 mmol) were added. The mixture was stirred at rt. for 2 h. Ether (10 mL) was added and the organic layer washed with a saturated solution of NaHCO3 and water, then dried (Na2SO2). After removed the solvent the crude was purified by cc using AcOEt/Hexane (1:1) as eluent. 3-(1-Propenyl)-1,5-dihydro-3H-2,4-benzodioxepine 3 wa... Reactants: CCOC(=O)COc1ccc(Cl)cc1C1NCCc2ccccc21, CCN(C(C)C)C(C)C, ClCCl, Cl, O=C(OCc1ccccc1Br)ON1C(=O)CCC1=O. The product is CCOC(=O)COc1ccc(Cl)cc1C1c2ccccc2CCN1C(=O)OCc1ccccc1Br. As a reaction SMILES: [CH2:2]([CH3:3])[O:4][C:5]([CH2:6][O:7][c:8]1[c:9]([CH:15]2[NH:16][CH2:17][CH2:18][c:19]3[cH:20][cH:21][cH:22][cH:23][c:24]32)[cH:10][c:11]([Cl:14])[cH:12][cH:13]1)=[O:25].[CH:26]([N:27]([CH2:28][CH3:29])[CH:30]([CH3:31])[CH3:32])([CH3:33])[CH3:34].[Cl:54][CH2:55][Cl:56].[ClH:1].[O:35]=[C:36]1[CH2:37][CH2:38][C:39](=[O:40])[N:41]1[O:42][C:43]([O:44][CH2:45][c:46]1[c:47]([Br:52])[cH:48][cH:49][cH:50][cH:51]1)=[O:53]>>[CH2:2]([CH3:3])[O:4][C:5]([CH2:6][O:7][c:8]1[c:9]([CH:15]2[N:16]([C:43](=[O:42])[O:44][CH2:45][c:46]3[c:47]([Br:52])[cH:48][cH:49][cH:50][cH:51]3)[CH2:17][CH2:18][c:19]3[cH:20][cH:21][cH:22][cH:23][c:24]32)[cH:10][c:11]([Cl:14])[cH:12][cH:13]1)=[O:25]. Reactants: C([O-])([O-])=O.[Na+].[Na+] (sodium carbonate), C(C)(=O)[O-].[Na+] (sodium acetate), C(C)OCOCC (formaldehyde diethyl acetal), P(=O)(Cl)(Cl)Cl (phosphoryl chloride), CC1=C2CC[C@H]3[C@@H]4CCC([C@@]4(C)CC[C@@H]3[C@]2(CCC1=O)C)=O (4-methylandrost-4-ene-3,17-dione). Solvent: C(Cl)(Cl)Cl (chloroform). Product: CC1=C2C(C[C@H]3[C@@H]4CCC([C@@]4(C)CC[C@@H]3[C@]2(CCC1=O)C)=O)=C (4-methyl-6-methylenandrost-4-ene-3,17-dione). The yield is 60.0%. RXN SMILES: [C:1]([O-])(=O)C.[Na+].C(OCOCC)C.P(Cl)(Cl)(Cl)=O.[CH3:18][C:19]1[C:36](=[O:37])[CH2:35][CH2:34][C@@:33]2([CH3:38])[C:20]=1[CH2:21][CH2:22][C@@H:23]1[C@@H:32]2[CH2:31][CH2:30][C@@:28]2([CH3:29])[C@H:24]1[CH2:25][CH2:26][C:27]2=[O:39].C(=O)([O-])[O-].[Na+].[Na+]>C(Cl)(Cl)Cl>[CH3:18][C:19]1[C:36](=[O:37])[CH2:35][CH2:34][C@@:33]2([CH3:38])[C:20]=1[C:21](=[CH2:1])[CH2:22][C@@H:23]1[C@@H:32]2[CH2:31][CH2:30][C@@:28]2([CH3:29])[C@H:24]1[CH2:25][CH2:26][C:27]2=[O:39] |f:0.1,5.6.7|. Procedure: Alternatively, a mixture of androst-4-ene-3,17-dione, thiophenol, 40% aqueous formaldehyde, triethylamine and ethanol was heated under reflux for a period of about 48 hours. The cooled solution was poured onto an aqueous sodium hydroxide solution and the product isolated by ether extraction. The ether extracts were washed with water and dried over magnesium sulfate. The resulting residue was triturated with hexane to remove any condensation by-product derived from the thiophenol and formaldehyde... Reactants: [Li+].CCC[CH2-] (N-butyllithium), COC=1C=C(C=CC1OC)NC(OC(C)(C)C)=O (tert-butyl (3,4-dimethoxyphenyl)carbamate), C(=O)=O (carbon dioxide). Run in O1CCCC1 (Tetrahydrofuran), O1CCCC1 (Tetrahydrofuran). Conditions: temperature -78 celsius, time 2 hour. Product: C(C)(C)(C)OC(=O)NC1=CC=C(C(=C1C(=O)O)OC)OC (6-((tert-butoxycarbonyl)amino)-2,3-dimethoxybenzoic acid). Isolated yield 48.5%. RXN SMILES: [Li+].CCC[CH2-].[CH3:6][O:7][C:8]1[CH:9]=[C:10]([NH:16][C:17](=[O:23])[O:18][C:19]([CH3:22])([CH3:21])[CH3:20])[CH:11]=[CH:12][C:13]=1[O:14][CH3:15].[C:24](=[O:26])=[O:25]>O1CCCC1>[C:19]([O:18][C:17]([NH:16][C:10]1[C:9]([C:24]([OH:26])=[O:25])=[C:8]([O:7][CH3:6])[C:13]([O:14][CH3:15])=[CH:12][CH:11]=1)=[O:23])([CH3:20])([CH3:22])[CH3:21] |f:0.1|. Procedure details: N-butyllithium (232 mL, 464 mmol) was added slowly to a solution of tert-butyl (3,4-dimethoxyphenyl)carbamate (50 g, 193 mmol) in Tetrahydrofuran (THF) (500 mL) under N2 at −20° C. After being stirred for 2 h at −10° C. to −20° C., the mixture was cooled to −78° C. and diluted with Tetrahydrofuran (THF) (500 mL), followed by addition of solid carbon dioxide. The mixture was allowed to warm up to r.t. and was then partitioned between water and Et2O. The aqueous layer was acidified with 6N HCl to ... Reactants: CC(C)(C)OC(=O)CBr, CCOC(=O)C1Cc2ccccc2C1, C1CCOC1, C[Si](C)(C)[N-][Si](C)(C)C, [Na+]. Yields the product CCOC(=O)C1(CC(=O)OC(C)(C)C)Cc2ccccc2C1. As a reaction SMILES: [Br:25][CH2:26][C:27](=[O:28])[O:29][C:30]([CH3:31])([CH3:32])[CH3:33].[CH2:1]1[CH:2]([C:10](=[O:11])[O:12][CH2:13][CH3:14])[CH2:3][c:4]2[cH:5][cH:6][cH:7][cH:8][c:9]21.[CH2:34]1[O:35][CH2:36][CH2:37][CH2:38]1.[CH3:15][Si:16]([N-:17][Si:18]([CH3:19])([CH3:20])[CH3:21])([CH3:22])[CH3:23].[Na+:24]>>[CH2:1]1[C:2]([C:10](=[O:11])[O:12][CH2:13][CH3:14])([CH2:26][C:27](=[O:28])[O:29][C:30]([CH3:31])([CH3:32])[CH3:33])[CH2:3][c:4]2[cH:5][cH:6][cH:7][cH:8][c:9]21.